This data is from the Open Reaction Database (ORD), a public repository of structured organic reaction records. The task is: describe an organic reaction: reactants, conditions, products, and yield Solvent: CCO (EtOH). The reagents and catalysts are [Pd] (Pd/C). As a reaction SMILES: [CH3:1][NH:2][C:3]1[C:10]([N+:11]([O-])=O)=[CH:9][C:6]([C:7]#[N:8])=[C:5]([N:14]2[CH2:19][CH2:18][CH:17]([C:20]([F:23])([F:22])[F:21])[CH2:16][CH2:15]2)[CH:4]=1.CCOC(C)=O>[Pd].CCO>[NH2:11][C:10]1[C:3]([NH:2][CH3:1])=[CH:4][C:5]([N:14]2[CH2:19][CH2:18][CH:17]([C:20]([F:21])([F:22])[F:23])[CH2:16][CH2:15]2)=[C:6]([CH:9]=1)[C:7]#[N:8]. Procedure details: H2 (1 atm) was passed through a mixture of 4-(methylamino)-5-nitro-2-(4-trifluoromethyl-piperidin-1-yl)benzonitrile (204 mg, 0.62 mmol), Pd/C (66 mg, 0.062 mmol), EtOAc (10 mL) and EtOH (10 mL) at rt for 1 h. The mixture was filtered through celite and concentrated. Crystallization from Et2O/PE gave the sub-title compound. Starting materials: CNC1=CC(=C(C#N)C=C1[N+](=O)[O-])N1CCC(CC1)C(F)(F)F (4-(methylamino)-5-nitro-2-(4-trifluoromethyl-piperidin-1-yl)benzonitrile), CCOC(=O)C (EtOAc). Product: NC=1C(=CC(=C(C#N)C1)N1CCC(CC1)C(F)(F)F)NC (5-Amino-4-(methylamino)-2-(4-trifluoromethyl-piperidin-1-yl)benzonitrile).